From a dataset of the Open Reaction Database (ORD), a public repository of structured organic reaction records. describe an organic reaction: reactants, conditions, products, and yield Reactants: C(CC)C(C(=O)NCC(=O)O[C@H]1[C@H]([C@@H](O[C@@H]1COC(CNC(C(CCC)CCC)=O)=O)N1C(=O)NC(=O)C(=C1)F)OC1OCCCC1)CCC (3',5'-bis-O-[N-(2-n-propyl-n-pentanoyl)glycyl]-2'-O-(2-tetrahydropyranyl)-5-fluorouridine), C1(=CC=C(C=C1)S(=O)(=O)[O-])C.[NH+]1=CC=CC=C1 (pyridinium p-toluenesulfonate). The solvent is C(C)O (ethanol). Yields the product C(CC)C(C(=O)NCC(=O)O[C@H]1[C@H]([C@@H](O[C@@H]1COC(CNC(C(CCC)CCC)=O)=O)N1C(=O)NC(=O)C(=C1)F)O)CCC (3',5'-bis-O-[N-(2n-propyl-n-pentanoyl)-glycyl]-5-fluorouridine). Isolated yield 77.1%. RXN SMILES: [CH2:1]([CH:4]([CH2:48][CH2:49][CH3:50])[C:5]([NH:7][CH2:8][C:9]([O:11][C@@H:12]1[C@@H:16]([CH2:17][O:18][C:19](=[O:31])[CH2:20][NH:21][C:22](=[O:30])[CH:23]([CH2:27][CH2:28][CH3:29])[CH2:24][CH2:25][CH3:26])[O:15][C@@H:14]([N:32]2[CH:39]=[C:38]([F:40])[C:36](=[O:37])[NH:35][C:33]2=[O:34])[C@@H:13]1[O:41]C1CCCCO1)=[O:10])=[O:6])[CH2:2][CH3:3].C1(C)C=CC(S([O-])(=O)=O)=CC=1.[NH+]1C=CC=CC=1>C(O)C>[CH2:1]([CH:4]([CH2:48][CH2:49][CH3:50])[C:5]([NH:7][CH2:8][C:9]([O:11][C@@H:12]1[C@@H:16]([CH2:17][O:18][C:19](=[O:31])[CH2:20][NH:21][C:22](=[O:30])[CH:23]([CH2:27][CH2:28][CH3:29])[CH2:24][CH2:25][CH3:26])[O:15][C@@H:14]([N:32]2[CH:39]=[C:38]([F:40])[C:36](=[O:37])[NH:35][C:33]2=[O:34])[C@@H:13]1[OH:41])=[O:10])=[O:6])[CH2:2][CH3:3] |f:1.2|. Procedure details: In 6 ml of ethanol was dissolved 0.5 g of 3',5'-bis-O-[N-(2-n-propyl-n-pentanoyl)glycyl]-2'-O-(2-tetrahydropyranyl)-5-fluorouridine, and after adding 18 mg of pyridinium p-toluenesulfonate at room temperature under stirring, the mixtuer was stirred at 55° C. for 3.5 hours. The residue obtained by condensing the reaction mixture under reduced pressure was applied to silica gel column chromatography to give 0.34 g (Yield: 77%) of the title compound. Reactants: COC(Cl)Cl, Cc1cc(C)cc(O)c1, [Cl-], [Cl-], [Cl-], [Cl-], ClCCl, [Ti+4]. Product: Cc1cc(C)c(C=O)c(O)c1. As a reaction SMILES: [CH3:10][O:11][CH:12]([Cl:13])[Cl:14].[CH3:1][c:2]1[cH:3][c:4]([CH3:5])[cH:6][c:7]([OH:8])[cH:9]1.[Cl-:18].[Cl-:19].[Cl-:20].[Cl-:21].[Cl:15][CH2:16][Cl:17].[Ti+4:22]>>[CH3:1][c:2]1[cH:3][c:4]([CH3:5])[c:6]([CH:10]=[O:11])[c:7]([OH:8])[cH:9]1. Starting materials: C/C(/C=O)=C\C[C@@H]1[C@H]([C@H]2C([C@@H](C1)C2)(C)C)C ((E)-2-methyl-4-[(1S,2R,3S,5S)-3-pinanyl]-2-butenal). Reagents/catalysts: [Pd] (palladium on charcoal). Solvent: CCCCCC (hexane). Run at time 3 hour. Yields the product CC(C=O)CC[C@@H]1[C@H]([C@H]2C([C@@H](C1)C2)(C)C)C ((R/S)-2-methyl-4-[(1S,2R,3S,5S)-3-pinanyl]butanal). Isolated yield 99.8%. Reaction SMILES: [CH3:1]/[C:2](=[CH:5]\[CH2:6][C@H:7]1[CH2:12][C@H:11]2[CH2:13][C@H:9]([C:10]2([CH3:15])[CH3:14])[C@@H:8]1[CH3:16])/[CH:3]=[O:4]>[Pd].CCCCCC>[CH3:1][CH:2]([CH2:5][CH2:6][C@H:7]1[CH2:12][C@H:11]2[CH2:13][C@H:9]([C:10]2([CH3:14])[CH3:15])[C@@H:8]1[CH3:16])[CH:3]=[O:4]. Procedure: A mixture of 12.0 g (55 mmol) of (E)-2-methyl-4-[(1S,2R,3S,5S)-3-pinanyl]-2-butenal, 100 ml of hexane and 0.36 g of 5% palladium on charcoal is hydrogenated for 3 h. at atmospheric pressure. After filtration of the catalyst and evaporation of the solvent under vacuum there are obtained 12.2 g of (R/S)-2-methyl-4-[(1S,2R,3S,5S)-3-pinanyl]butanal (yield=100%). Starting materials: C1(CC1)COC=1C=C(C=O)C=CC1OC (3-cyclopropylmethoxy-4-methoxybenzaldehyde), [Br-].[Li+] (lithium bromide), C[SiH](O[SiH](C)C)C (1,1,3,3-tetramethyldisiloxane), [C-]#N.[Na+] (sodium cyanide), C[Si](C)(C)Cl (Trimethylsilylchloride). Solvent: C(C)#N (acetonitrile), O (water). Conditions: temperature 0 celsius, time 15 minute. Yields the product C1(CC1)COC=1C=C(C=CC1OC)CC#N ((3-Cyclopropylmethoxy-4-methoxyphenyl)acetonitrile). Yield: 95.6%. Reaction SMILES: [CH:1]1([CH2:4][O:5][C:6]2[CH:7]=[C:8]([CH:11]=[CH:12][C:13]=2[O:14][CH3:15])[CH:9]=O)[CH2:3][CH2:2]1.[Br-].[Li+].C[Si](Cl)(C)C.C[SiH](C)O[SiH](C)C.[C-:30]#[N:31].[Na+]>O.C(#N)C>[CH:1]1([CH2:4][O:5][C:6]2[CH:7]=[C:8]([CH2:9][C:30]#[N:31])[CH:11]=[CH:12][C:13]=2[O:14][CH3:15])[CH2:3][CH2:2]1 |f:1.2,5.6|. Procedure: To 3-cyclopropylmethoxy-4-methoxybenzaldehyde (21.2 g, 103 mmol) was added lithium bromide (17.8 g, 206 mmol) and acetonitrile (10 mL). Upon dissolution, the reaction mixture was cooled to 0° C. Trimethylsilylchloride (19.6 mL, 154 mmol) was slowly added and the reaction mixture was allowed to warm to room temperature and was stirred for 15 min. The reaction mixture was again cooled to 0° C., 1,1,3,3-tetramethyldisiloxane (27.2 mL, 154 mmol) was added and the resulting mixture was allowed to war... The reactants are [N+](=O)([O-])C1=CC=C(C=C1)N1C(OCCC1)=O (3-(4-nitrophenyl)-1,3-oxazinan-2-one), [H][H] (hydrogen). The reagents and catalysts are [Pd] (Pd/C). The solvent is CO (methanol). Yields the product NC1=CC=C(C=C1)N1C(OCCC1)=O (3-(4-aminophenyl)-1,3-oxazinan-2-one). RXN SMILES: [N+:1]([C:4]1[CH:9]=[CH:8][C:7]([N:10]2[CH2:15][CH2:14][CH2:13][O:12][C:11]2=[O:16])=[CH:6][CH:5]=1)([O-])=O.[H][H]>CO.[Pd]>[NH2:1][C:4]1[CH:5]=[CH:6][C:7]([N:10]2[CH2:15][CH2:14][CH2:13][O:12][C:11]2=[O:16])=[CH:8][CH:9]=1. Procedure: A mixture of 3-(4-nitrophenyl)-1,3-oxazinan-2-one (0.10 g, 0.00045 mol) in 5 mL of methanol was hydrogenated, in the presence of 10% Pd/C, under balloon pressure of hydrogen, overnight. After filtering off the catalyst, the filtrate was evaporated to dryness and used directly in next step. LCMS (M+H) 193.0. Reagents/catalysts: C1=CC=C(C=C1)/C=C/C(=O)/C=C/C2=CC=CC=C2.C1=CC=C(C=C1)/C=C/C(=O)/C=C/C2=CC=CC=C2.C1=CC=C(C=C1)/C=C/C(=O)/C=C/C2=CC=CC=C2.C(Cl)(Cl)Cl.[Pd].[Pd] (tris(dibenzylideneacetone)dipalladium(0) chloroform adduct), C1=CC=C(C=C1)/C=C/C(=O)/C=C/C2=CC=CC=C2.C1=CC=C(C=C1)/C=C/C(=O)/C=C/C2=CC=CC=C2.C1=CC=C(C=C1)/C=C/C(=O)/C=C/C2=CC=CC=C2.C(Cl)(Cl)Cl.[Pd].[Pd] (Tris(dibenzylideneacetone)dipalladium(0) chloroform adduct). The reactants are BrC1=CC(=C(C=C1)C1=CC=C(C=C1)CCC1(COC(OC1)(C)C)NC(C)=O)F (N-{5-[2-(4′-bromo-2′-fluorobiphenyl-4-yl)ethyl]-2,2-dimethyl-1,3-dioxan-5-yl}acetamide), CC1=CC=C(S1)S (5-methylthiophene-2-thiol), C(C)(C)N(CC)C(C)C (diisopropylethylamine), C1(=CC=CC=C1)P(C1=CC=CC=2C(C3=CC=CC(=C3OC12)P(C1=CC=CC=C1)C1=CC=CC=C1)(C)C)C1=CC=CC=C1 (4,5-bis(diphenylphosphino)-9,9-dimethylxanthene), CC1(C2=C(C(=CC=C2)P(C3=CC=CC=C3)C4=CC=CC=C4)OC5=C(C=CC=C51)P(C6=CC=CC=C6)C7=CC=CC=C7)C (Xantphos). Conditions: temperature 80 celsius, time 4 hour. Isolated yield 24.5%. Procedure details: A solution of N-{5-[2-(4′-bromo-2′-fluorobiphenyl-4-yl)ethyl]-2,2-dimethyl-1,3-dioxan-5-yl}acetamide (225 mg) of Reference Example 10, 5-methylthiophene-2-thiol (65 mg), diisopropylethylamine (129 mg), tris(dibenzylideneacetone)dipalladium(0) chloroform adduct (12.9 mg) and 4,5-bis(diphenylphosphino)-9,9-dimethylxanthene (Xantphos) (14.9 mg) in 1,4-dioxane (2 mL) was heated under reflux for 6 hr under a nitrogen atmosphere. Tris(dibenzylideneacetone)dipalladium(0) chloroform adduct (12.9 mg) and... Run in O (Water), O1CCOCC1 (1,4-dioxane). Yields the product NC(CO)(CO)CCC1=CC=C(C=C1)C1=C(C=C(C=C1)SC=1SC(=CC1)C)F (2-amino-2-{2-[2′-fluoro-4′-(5-methyl-2-thienylthio)biphenyl-4-yl]ethyl}propane-1,3-diol). RXN SMILES: Br[C:2]1[CH:7]=[CH:6][C:5]([C:8]2[CH:13]=[CH:12][C:11]([CH2:14][CH2:15][C:16]3([NH:24]C(=O)C)[CH2:21][O:20]C(C)(C)[O:18][CH2:17]3)=[CH:10][CH:9]=2)=[C:4]([F:28])[CH:3]=1.[CH3:29][C:30]1[S:34][C:33]([SH:35])=[CH:32][CH:31]=1.C(N(C(C)C)CC)(C)C.C1(P(C2C=CC=CC=2)C2C3OC4C(=CC=CC=4P(C4C=CC=CC=4)C4C=CC=CC=4)C(C)(C)C=3C=CC=2)C=CC=CC=1>O1CCOCC1.C1C=CC(/C=C/C(/C=C/C2C=CC=CC=2)=O)=CC=1.C1C=CC(/C=C/C(/C=C/C2C=CC=CC=2)=O)=CC=1.C1C=CC(/C=C/C(/C=C/C2C=CC=CC=2)=O)=CC=1.C(Cl)(Cl)Cl.[Pd].[Pd].O>[NH2:24][C:16]([CH2:15][CH2:14][C:11]1[CH:10]=[CH:9][C:8]([C:5]2[CH:6]=[CH:7][C:2]([S:35][C:33]3[S:34][C:30]([CH3:29])=[CH:31][CH:32]=3)=[CH:3][C:4]=2[F:28])=[CH:13][CH:12]=1)([CH2:21][OH:20])[CH2:17][OH:18] |f:5.6.7.8.9.10|. Reactants: COc1ccc(P2(=S)SP(=S)(c3ccc(OC)cc3)S2)cc1, Cc1cc2c(cc1C)C(c1ccccc1Cl)=NCC(=O)N2. The product is Cc1cc2c(cc1C)C(c1ccccc1Cl)=NCC(=S)N2. Reaction SMILES: [CH3:22][O:23][c:24]1[cH:25][cH:26][c:27]([P:28]2(=[S:31])[S:29][P:30]([c:32]3[cH:33][cH:34][c:35]([O:36][CH3:37])[cH:38][cH:39]3)(=[S:40])[S:41]2)[cH:42][cH:43]1.[Cl:1][c:2]1[c:3]([C:8]2=[N:9][CH2:10][C:11](=[O:21])[NH:12][c:13]3[c:14]2[cH:15][c:16]([CH3:20])[c:17]([CH3:19])[cH:18]3)[cH:4][cH:5][cH:6][cH:7]1>>[Cl:1][c:2]1[c:3]([C:8]2=[N:9][CH2:10][C:11](=[S:31])[NH:12][c:13]3[c:14]2[cH:15][c:16]([CH3:20])[c:17]([CH3:19])[cH:18]3)[cH:4][cH:5][cH:6][cH:7]1. The product is C(C)(C)(C)OC(=O)N1CC2(C(CN2C(=O)OCC2=CC=CC=C2)(F)F)CCC1 (3,3-difluoro-1,6-diaza-spiro[3.5]nonane-1,6-dicarboxylic acid 1-benzyl ester 6-tert-butyl ester). RXN SMILES: [H-].[Na+].[C:3]([O:7][C:8]([N:10]1[CH2:15][CH2:14][CH2:13][C:12]([NH:25][C:26]([O:28][CH2:29][C:30]2[CH:35]=[CH:34][CH:33]=[CH:32][CH:31]=2)=[O:27])([C:16]([F:24])([F:23])[CH2:17]OS(C)(=O)=O)[CH2:11]1)=[O:9])([CH3:6])([CH3:5])[CH3:4].O>CN(C)C=O>[C:3]([O:7][C:8]([N:10]1[CH2:15][CH2:14][CH2:13][C:12]2([N:25]([C:26]([O:28][CH2:29][C:30]3[CH:31]=[CH:32][CH:33]=[CH:34][CH:35]=3)=[O:27])[CH2:17][C:16]2([F:24])[F:23])[CH2:11]1)=[O:9])([CH3:4])([CH3:5])[CH3:6] |f:0.1|. Starting materials: C(C)(C)(C)OC(=O)N1CC(CCC1)(C(COS(=O)(=O)C)(F)F)NC(=O)OCC1=CC=CC=C1 (3-benzyloxycarbonylamino-3-(1,1-difluoro-2-methanesulfonyloxy-ethyl)-piperidine-1-carboxylic acid tert-butyl ester), [H-].[Na+] (sodium hydride), O (water). The solvent is CN(C=O)C (N,N-dimethylformamide), CN(C=O)C (N,N-dimethylformamide). Conditions: temperature 0 celsius, time 15 minute. Reported procedure: To a suspension of sodium hydride (1.7 g, with 40% mineral oil) in N,N-dimethylformamide (428 ml) cooled to 0° C. was added a solution of an optically-active compound of 3-benzyloxycarbonylamino-3-(1,1-difluoro-2-methanesulfonyloxy-ethyl)-piperidine-1-carboxylic acid tert-butyl ester (17.1 g) in N,N-dimethylformamide (86 ml), and the mixture was stirred at the same temperature for 15 minutes. To the reaction mixture was added water, and the mixture was extracted with ethyl acetate. The separated... The yield is 91.5%. Starting materials: CCOC(=O)c1cnn(C2CCCC2)c1Cl, CO, [Li+], [OH-], O. The product is O=C(O)c1cnn(C2CCCC2)c1Cl. RXN SMILES: [CH2:1]([CH3:2])[O:3][C:4](=[O:5])[c:6]1[cH:7][n:8][n:9]([CH:12]2[CH2:13][CH2:14][CH2:15][CH2:16]2)[c:10]1[Cl:11].[CH3:20][OH:21].[Li+:18].[OH-:19].[OH2:17]>>[O:3]=[C:4]([OH:5])[c:6]1[cH:7][n:8][n:9]([CH:12]2[CH2:13][CH2:14][CH2:15][CH2:16]2)[c:10]1[Cl:11].